Task: describe an organic reaction: reactants, conditions, products, and yield. Dataset: the Open Reaction Database (ORD), a public repository of structured organic reaction records Starting materials: C1OCC12CC=CC2 (2-oxaspiro[3.4]oct-6-ene), [N+](=[N-])=CC(=O)OCC (ethyl 2-diazoacetate). Reagents/catalysts: S(=O)(=O)([O-])[O-].[Cu+2] (copper sulfate). The solvent is C1(=CC=CC=C1)C (toluene), C1(=CC=CC=C1)C (toluene). Yields the product O1CC2(C1)CC1C(C1C2)C(=O)OCC (ethyl spiro[bicyclo[3.1.0]hexane-3,3′-oxetane]-6-carboxylate). Isolated yield 83.1%. Reaction SMILES: [CH2:1]1[C:4]2([CH2:8][CH:7]=[CH:6][CH2:5]2)[CH2:3][O:2]1.[N+](=[CH:11][C:12]([O:14][CH2:15][CH3:16])=[O:13])=[N-]>C1(C)C=CC=CC=1.S([O-])([O-])(=O)=O.[Cu+2]>[O:2]1[CH2:3][C:4]2([CH2:8][CH:7]3[CH:6]([CH:11]3[C:12]([O:14][CH2:15][CH3:16])=[O:13])[CH2:5]2)[CH2:1]1 |f:3.4|. Procedure details: To a solution of 2-oxaspiro[3.4]oct-6-ene (1.0 g, 9.2 mmol) and copper sulfate (145 mg, 0.907 mmol) in toluene (5 mL) was added a solution of ethyl 2-diazoacetate (2.64 g, 22.7 mmol) in toluene (20 mL) at 100° C. over 16 h. The reaction mixture was concentrated, and the resulting residue was purified by flash column chromatography (10% ethyl acetate in petroleum ether) to afford product as a brown oil (1.5 g, 84% yield). The reactants are N12CCNC(CC1)CC2 (1,4-Diaza-bicyclo[3.2.2]nonane), O1C(=CC=C1)C(=O)Cl (2-furoyl chloride), C(C)(C)N(CC)C(C)C (diisopropylethylamine). Reaction SMILES: [N:1]12[CH2:9][CH2:8][CH:5]([CH2:6][CH2:7]1)[NH:4][CH2:3][CH2:2]2.[O:10]1[CH:14]=[CH:13][CH:12]=[C:11]1[C:15]([Cl:17])=[O:16].C(N(C(C)C)CC)(C)C>COCCOC>[ClH:17].[N:1]12[CH2:9][CH2:8][CH:5]([CH2:6][CH2:7]1)[N:4]([C:15]([C:11]1[O:10][CH:14]=[CH:13][CH:12]=1)=[O:16])[CH2:3][CH2:2]2 |f:4.5|. Yields the product Cl.N12CCN(C(CC1)CC2)C(=O)C=2OC=CC2 ((1,4-Diaza-bicyclo[3.2.2]-non-4-yl)-furan-2-yl-methanone hydrochloric acid salt). Procedure: A mixture of 1,4-Diaza-bicyclo[3.2.2]nonane (0.50 g; 4.0 mmol), 2-furoyl chloride (0.52 mg; 4.0 mmol), diisopropylethylamine (1.02 g; 7.9 mmol) and 1,2-dimethoxyethane (25 ml) was stirred at room-temperatue over night. The product precipitated as hydrochloric acid salt and was filtered and washed with 1,2-dimethoxyethane (5 ml). Yield 0.84 g (82%). Mp. 279-283° C. The solvent is COCCOC (1,2-dimethoxyethane).